From a dataset of the Open Reaction Database (ORD), a public repository of structured organic reaction records. describe an organic reaction: reactants, conditions, products, and yield The reactants are O (water), ClC1=C(C(=O)O)C=CC=N1 (2-Chloro-nicotinic acid), C([O-])([O-])=O.[K+].[K+] (potassium carbonate), C(C1=CC=CC=C1)Br (benzyl bromide). Solvent: CN(C=O)C (dimethylformamide). The product is C(C1=CC=CC=C1)OC(C1=C(N=CC=C1)Cl)=O (2-Chloro-nicotinic acid benzyl ester). RXN SMILES: [Cl:1][C:2]1[N:10]=[CH:9][CH:8]=[CH:7][C:3]=1[C:4]([OH:6])=[O:5].C(=O)([O-])[O-].[K+].[K+].[CH2:17](Br)[C:18]1[CH:23]=[CH:22][CH:21]=[CH:20][CH:19]=1.O>CN(C)C=O>[CH2:17]([O:5][C:4](=[O:6])[C:3]1[CH:7]=[CH:8][CH:9]=[N:10][C:2]=1[Cl:1])[C:18]1[CH:23]=[CH:22][CH:21]=[CH:20][CH:19]=1 |f:1.2.3|. Procedure details: A solution 2-Chloro-nicotinic acid (3.0 grams, 19.0 mmole), potassium carbonate (6.5 grams, 48.0 mmole) and benzyl bromide (2.8 ml, 24.0 mmole) in dimethylformamide (20 ml) was stirred at room temperature over night. The mixture was poured into 200 ml water and extracted with diethyl ether. The combined extracts were washed with water and brine, dried over MgSO4, filtered, and concentrated to an oil which was purified via flash chromatography on silica using 10% ethyl acetate/hexane as eluent (2... Reactants: CC(C(=O)OCOC1=CC2=CC=C(C=C2C=C1)C(C(C)C)(C=1N=CN(C1)C(C1=CC=CC=C1)(C1=CC=CC=C1)C1=CC=CC=C1)O)(C)C (6-[1-Hydroxy-2-methyl-1-(1-trityl-1H-imidazol-4-yl)propyl]naphthalen-2-yloxymethyl 2,2-dimethylpropionate). The reagents and catalysts are [C].[Pd] (palladium carbon). The solvent is C(C)(=O)O (acetic acid). Run at temperature 50 celsius, time 2 hour. The product is CC(C(=O)OCOC1=CC2=CC=C(C=C2C=C1)C(C(C)C)(C=1N=CNC1)O)(C)C (6-[1-Hydroxy-1-(1H-imidazol-4-yl)-2-methylpropyl]naphthalen-2-yloxymethyl 2,2-dimethylpropionate). Yield: 45.2%. RXN SMILES: [CH3:1][C:2]([CH3:48])([CH3:47])[C:3]([O:5][CH2:6][O:7][C:8]1[CH:17]=[CH:16][C:15]2[C:10](=[CH:11][CH:12]=[C:13]([C:18]([OH:46])([C:22]3[N:23]=[CH:24][N:25](C(C4C=CC=CC=4)(C4C=CC=CC=4)C4C=CC=CC=4)[CH:26]=3)[CH:19]([CH3:21])[CH3:20])[CH:14]=2)[CH:9]=1)=[O:4]>C(O)(=O)C.[C].[Pd]>[CH3:48][C:2]([CH3:1])([CH3:47])[C:3]([O:5][CH2:6][O:7][C:8]1[CH:17]=[CH:16][C:15]2[C:10](=[CH:11][CH:12]=[C:13]([C:18]([OH:46])([C:22]3[N:23]=[CH:24][NH:25][CH:26]=3)[CH:19]([CH3:21])[CH3:20])[CH:14]=2)[CH:9]=1)=[O:4] |f:2.3|. Procedure details: 6-[1-Hydroxy-2-methyl-1-(1-trityl-1H-imidazol-4-yl)propyl]naphthalen-2-yloxymethyl 2,2-dimethylpropionate (0.381 g) was dissolved in acetic acid (15 ml). To the solution was added palladium carbon (0.200 g), and the mixture was stirred at 50° C. for 2 h under hydrogen atmosphere. The catalyst was filtered off, and the filtrate was concentrated under reduced pressure. To the residue was added ethyl acetate, and the mixture was washed with saturated aqueous solution of sodium hydrogencarbonate and... Product: N1(CCCCC1)CCC(=O)N(C1=CC=C(C=C1)[N+](=O)[O-])C (N-[(2-(piperidin-1-yl)-ethyl)-carbonyl]-N-methyl-4-nitroaniline). Reactants: C(C=C)(=O)N(C1=CC=C(C=C1)[N+](=O)[O-])C (N-acryloyl-N-methyl-4-nitro-aniline), N1CCCCC1 (piperidine). Procedure: Prepared from N-acryloyl-N-methyl-4-nitro-aniline and piperidine RXN SMILES: [C:1]([N:5]([CH3:15])[C:6]1[CH:11]=[CH:10][C:9]([N+:12]([O-:14])=[O:13])=[CH:8][CH:7]=1)(=[O:4])[CH:2]=[CH2:3].[NH:16]1[CH2:21][CH2:20][CH2:19][CH2:18][CH2:17]1>>[N:16]1([CH2:3][CH2:2][C:1]([N:5]([CH3:15])[C:6]2[CH:11]=[CH:10][C:9]([N+:12]([O-:14])=[O:13])=[CH:8][CH:7]=2)=[O:4])[CH2:21][CH2:20][CH2:19][CH2:18][CH2:17]1. Reactants: CC(C)CC(NC(=O)C(Cc1ccccc1)NC(=O)OC(C)(C)C)C(=O)O, CCOC(C)=O, ClCCl, CC(C)CC(N)C(O)c1cccs1, O, O=P(Cl)(Cl)Oc1ccccc1, c1c[nH]cn1. Yields the product CC(C)CC(NC(=O)C(Cc1ccccc1)NC(=O)OC(C)(C)C)C(=O)NC(CC(C)C)C(O)c1cccs1. RXN SMILES: [C:17]([CH3:18])([CH3:19])([CH3:20])[O:21][C:22](=[O:23])[NH:24][CH:25]([CH2:26][c:27]1[cH:28][cH:29][cH:30][cH:31][cH:32]1)[C:33](=[O:34])[NH:35][CH:36]([CH2:37][CH:38]([CH3:39])[CH3:40])[C:41](=[O:42])[OH:43].[CH3:61][CH2:62][O:63][C:64](=[O:65])[CH3:66].[Cl:57][CH2:58][Cl:59].[NH2:44][CH:45]([CH:46]([OH:47])[c:48]1[s:49][cH:50][cH:51][cH:52]1)[CH2:53][CH:54]([CH3:55])[CH3:56].[OH2:60].[c:1]1([O:2][P:3]([Cl:4])([Cl:5])=[O:6])[cH:7][cH:8][cH:9][cH:10][cH:11]1.[nH:12]1[cH:13][cH:14][n:15][cH:16]1>>[C:17]([CH3:18])([CH3:19])([CH3:20])[O:21][C:22](=[O:23])[NH:24][CH:25]([CH2:26][c:27]1[cH:28][cH:29][cH:30][cH:31][cH:32]1)[C:33](=[O:34])[NH:35][CH:36]([CH2:37][CH:38]([CH3:39])[CH3:40])[C:41](=[O:42])[NH:44][CH:45]([CH:46]([OH:47])[c:48]1[s:49][cH:50][cH:51][cH:52]1)[CH2:53][CH:54]([CH3:55])[CH3:56].